Dataset: the Open Reaction Database (ORD), a public repository of structured organic reaction records. Task: describe an organic reaction: reactants, conditions, products, and yield The reactants are S(O)(O)(=O)=O (sulphuric acid), C(C)(=O)OC(C)=O (acetic anhydride), C(C1=CC=CC=C1)(C1=CC=CC=C1)O (benzhydrol). Run in ClCCl (dichloromethane). Run at temperature 0 celsius, time 10 minute. Product: C(C)(=O)OC(C1=CC=CC=C1)C1=CC=CC=C1 (Benzhydryl Acetate). RXN SMILES: [C:1](OC(=O)C)(=[O:3])[CH3:2].S(=O)(=O)(O)O.[CH:13]([OH:26])([C:20]1[CH:25]=[CH:24][CH:23]=[CH:22][CH:21]=1)[C:14]1[CH:19]=[CH:18][CH:17]=[CH:16][CH:15]=1>ClCCl>[C:1]([O:26][CH:13]([C:20]1[CH:21]=[CH:22][CH:23]=[CH:24][CH:25]=1)[C:14]1[CH:19]=[CH:18][CH:17]=[CH:16][CH:15]=1)(=[O:3])[CH3:2]. Procedure details: 108.3 g (1.05 mol; 1.05 eq) of acetic anhydride are diluted in 370 ml of dichloromethane at 20° C. The solution obtained is cooled to 0±2° C. before introducing 2.8 ml of a 96% sulphuric acid solution in a time of about 10 minutes. After stirring for about 10 minutes, 184.2 g (1 mol, 1 eq) of benzhydrol are introduced in portions at 0° C.±2° C. in 60±15 minutes. The reaction medium is maintained in contact for 2 hours at this temperature.